Task: describe an organic reaction: reactants, conditions, products, and yield. Dataset: the Open Reaction Database (ORD), a public repository of structured organic reaction records Reactants: O=C([O-])O, Cc1ccc(S(=O)(=O)O)cc1, ClCCl, COC(=O)CCCC(O)COc1ccc(F)cc1, [Na+]. The product is O=C1CCCC(COc2ccc(F)cc2)O1. RXN SMILES: [C:30](=[O:31])([OH:32])[O-:33].[CH3:19][c:20]1[cH:21][cH:22][c:23]([S:24]([OH:25])(=[O:26])=[O:27])[cH:28][cH:29]1.[Cl:35][CH2:36][Cl:37].[F:1][c:2]1[cH:3][cH:4][c:5]([O:6][CH2:7][CH:8]([CH2:9][CH2:10][CH2:11][C:12](=[O:13])[O:14][CH3:16])[OH:15])[cH:17][cH:18]1.[Na+:34]>>[F:1][c:2]1[cH:3][cH:4][c:5]([O:6][CH2:7][CH:8]2[CH2:9][CH2:10][CH2:11][C:12](=[O:13])[O:14]2)[cH:17][cH:18]1. Reactants: C(CCCCCCCCC)OC1=C(C(=CC=C1)C1=CC=CC=C1)C(=O)O (decyloxybiphenylcarboxylic acid), O=S(Cl)Cl (SOCl2). Product: C(CCCCCCCCC)OC1=C(C(=CC=C1)C1=CC=CC=C1)C(=O)Cl (decyloxybiphenylcarboxylic acid chloride). As a reaction SMILES: [CH2:1]([O:11][C:12]1[CH:17]=[CH:16][CH:15]=[C:14]([C:18]2[CH:23]=[CH:22][CH:21]=[CH:20][CH:19]=2)[C:13]=1[C:24]([OH:26])=O)[CH2:2][CH2:3][CH2:4][CH2:5][CH2:6][CH2:7][CH2:8][CH2:9][CH3:10].O=S(Cl)[Cl:29]>>[CH2:1]([O:11][C:12]1[CH:17]=[CH:16][CH:15]=[C:14]([C:18]2[CH:23]=[CH:22][CH:21]=[CH:20][CH:19]=2)[C:13]=1[C:24]([Cl:29])=[O:26])[CH2:2][CH2:3][CH2:4][CH2:5][CH2:6][CH2:7][CH2:8][CH2:9][CH3:10]. Procedure: 20 ml of SOCl2 was added to 4 g (1.13×10-2 mol) of decyloxybiphenylcarboxylic acid, and the mixture was heated at reflux for 3.5 hours. Excessive SOCl2 was evaporated to obtain decyloxybiphenylcarboxylic acid chloride.